Dataset: the Open Reaction Database (ORD), a public repository of structured organic reaction records. Task: describe an organic reaction: reactants, conditions, products, and yield Procedure details: To a stirred solution of 2-amino-3-chlorobenzoic acid (0.86 g, 5.00 mmol) in anhydrous acetonitrile (10 mL), a solution of triphosgene (0.49 g, 1.65 mmol) in anhydrous CH2Cl2 (5 mL) and anhydrous pyridine (0.79 g, 10.0 mmol) were added, drop-wise at 55° C., simultaneously over a period of 10 minutes. After the addition was complete, the reaction mixture was stirred at 55° C. for another 2 hours. The solvents were removed under vacuum and water (50 mL) was added. The separated solid was filtered,... Product: ClC1=CC=CC2=C1NC(OC2=O)=O (8-chloro-1H-benzo[d][1,3]oxazine-2,4-dione). Run in C(C)#N (acetonitrile), C(Cl)Cl (CH2Cl2). Conditions: temperature 55 celsius, time 10 minute. As a reaction SMILES: [NH2:1][C:2]1[C:10]([Cl:11])=[CH:9][CH:8]=[CH:7][C:3]=1[C:4]([OH:6])=[O:5].Cl[C:13](Cl)([O:15]C(=O)OC(Cl)(Cl)Cl)Cl.N1C=CC=CC=1>C(#N)C.C(Cl)Cl>[Cl:11][C:10]1[C:2]2[NH:1][C:13](=[O:15])[O:5][C:4](=[O:6])[C:3]=2[CH:7]=[CH:8][CH:9]=1. The reactants are NC1=C(C(=O)O)C=CC=C1Cl (2-amino-3-chlorobenzoic acid), ClC(Cl)(OC(OC(Cl)(Cl)Cl)=O)Cl (triphosgene), N1=CC=CC=C1 (pyridine). The reactants are C=CCO, O=CC(Cl)(Cl)Cl, c1ccccc1. The product is C=CCOC(O)C(Cl)(Cl)Cl. Reaction SMILES: [CH2:7]([CH:8]=[CH2:9])[OH:10].[O:1]=[CH:2][C:3]([Cl:4])([Cl:5])[Cl:6].[cH:11]1[cH:12][cH:13][cH:14][cH:15][cH:16]1>>[OH:1][CH:2]([C:3]([Cl:4])([Cl:5])[Cl:6])[O:10][CH2:7][CH:8]=[CH2:9]. The reactants are CCOc1cc(C=O)ccc1O, CC(=O)O, O=[N+]([O-])O. Yields the product CCOc1cc(C=O)cc([N+](=O)[O-])c1O. RXN SMILES: [CH2:1]([CH3:2])[O:3][c:4]1[cH:5][c:6]([CH:7]=[O:8])[cH:9][cH:10][c:11]1[OH:12].[CH3:17][C:18](=[O:19])[OH:20].[OH:13][N+:14]([O-:15])=[O:16]>>[CH2:1]([CH3:2])[O:3][c:4]1[cH:5][c:6]([CH:7]=[O:8])[cH:9][c:10]([N+:14](=[O:13])[O-:15])[c:11]1[OH:12]. Starting materials: BrCC(=O)C1CC1 (2-bromo-1-cyclopropyl-ethanone), NC(=S)N (thiourea). The product is C1(CC1)C=1N=C(SC1)N (4-cyclopropylthiazol-2-amine). Reaction SMILES: Br[CH2:2][C:3]([CH:5]1[CH2:7][CH2:6]1)=O.[NH2:8][C:9]([NH2:11])=[S:10]>>[CH:5]1([C:3]2[N:8]=[C:9]([NH2:11])[S:10][CH:2]=2)[CH2:7][CH2:6]1. Reported procedure: A mixture of 2-bromo-1-cyclopropyl-ethanone (0.50 g, 3.0 mmol, Waterstone Technology) and thiourea (0.23 g, 3.1 mmol) were processed as in Example 71A to afford the title compound. MS (DCI/NH3) m/z 141 (M+H)+. Starting materials: BrC1=NC=C(C=C1N(S(=O)(=O)C1=CC(=C(C=C1)Cl)C(F)(F)F)COC)Cl (N-(2-bromo-5-chloro-pyridin-3-yl)-4-chloro-N-methoxymethyl-3-trifluoromethyl-benzenesulfonamide), CON(C(C1=C(N=CC=C1)C)=O)C (N-methoxy-2,N-dimethyl-nicotinamide). The product is ClC1=C(C=C(C=C1)S(=O)(=O)NC=1C(=NC=C(C1)Cl)C(=O)C=1C(=NC=CC1)C)C(F)(F)F (4-Chloro-N-[5-chloro-2-(2-methyl-pyridine-3-carbonyl)-pyridin-3-yl]-3-trifluoromethyl-benzenesulfonamide). RXN SMILES: Br[C:2]1[C:7]([N:8](COC)[S:9]([C:12]2[CH:17]=[CH:16][C:15]([Cl:18])=[C:14]([C:19]([F:22])([F:21])[F:20])[CH:13]=2)(=[O:11])=[O:10])=[CH:6][C:5]([Cl:26])=[CH:4][N:3]=1.CON(C)[C:30](=[O:38])[C:31]1[CH:36]=[CH:35][CH:34]=[N:33][C:32]=1[CH3:37]>>[Cl:18][C:15]1[CH:16]=[CH:17][C:12]([S:9]([NH:8][C:7]2[C:2]([C:30]([C:31]3[C:32]([CH3:37])=[N:33][CH:34]=[CH:35][CH:36]=3)=[O:38])=[N:3][CH:4]=[C:5]([Cl:26])[CH:6]=2)(=[O:10])=[O:11])=[CH:13][C:14]=1[C:19]([F:21])([F:22])[F:20]. Reported procedure: The title compound was prepared by procedure analogous to that described in Example 29 using N-(2-bromo-5-chloro-pyridin-3-yl)-4-chloro-N-methoxymethyl-3-trifluoromethyl-benzenesulfonamide and N-methoxy-2,N-dimethyl-nicotinamide. 1H NMR: (400 MHZ, CDCl3) δ 8.61 (m, 1H), 8.26 (m, 1H), 8.20 (m, 1H), 8.17 (m, 1H), 8.04-8.01 (m, 1H), 7.67 (d, 1H), 7.50 (m, 1H), 7.18 (m, 1H), 2.41 (s, 3H). MS: (M+H)/z=490.0.